This data is from the Open Reaction Database (ORD), a public repository of structured organic reaction records. The task is: describe an organic reaction: reactants, conditions, products, and yield Starting materials: C(C)(C)(C)OC(CCC1=C(C=C(C=C1)OCCC=1N=C(SC1C)C=1C=NC(=CC1)C1=C(C=CC=C1)F)C)=O (3-[4-(2-{2-[6-(2-Fluoro-phenyl)-pyridin-3-yl]-5-methyl-thiazol-4-yl}-ethoxy)-2-methyl-phenyl]-propionic acid tert-butyl ester), C(=O)(C(F)(F)F)O (TFA). Reagents/catalysts: O (water). The solvent is C(Cl)Cl (methylene chloride). Reaction conditions: time 2 hour. The product is FC1=C(C=CC=C1)C1=CC=C(C=N1)C=1SC(=C(N1)CCOC1=CC(=C(C=C1)CCC(=O)O)C)C (3-[4-(2-{2-[6-(2-Fluoro-phenyl)-pyridin-3-yl]-5-methyl-thiazol-4-yl}-ethoxy)-2-methyl-phenyl]-propionic acid). Reaction SMILES: C([O:5][C:6](=[O:38])[CH2:7][CH2:8][C:9]1[CH:14]=[CH:13][C:12]([O:15][CH2:16][CH2:17][C:18]2[N:19]=[C:20]([C:24]3[CH:25]=[N:26][C:27]([C:30]4[CH:35]=[CH:34][CH:33]=[CH:32][C:31]=4[F:36])=[CH:28][CH:29]=3)[S:21][C:22]=2[CH3:23])=[CH:11][C:10]=1[CH3:37])(C)(C)C.C(O)(C(F)(F)F)=O>C(Cl)Cl.O>[F:36][C:31]1[CH:32]=[CH:33][CH:34]=[CH:35][C:30]=1[C:27]1[N:26]=[CH:25][C:24]([C:20]2[S:21][C:22]([CH3:23])=[C:18]([CH2:17][CH2:16][O:15][C:12]3[CH:13]=[CH:14][C:9]([CH2:8][CH2:7][C:6]([OH:38])=[O:5])=[C:10]([CH3:37])[CH:11]=3)[N:19]=2)=[CH:29][CH:28]=1. Reported procedure: To a solution of 3-[4-(2-{2-[6-(2-Fluoro-phenyl)-pyridin-3-yl]-5-methyl-thiazol-4-yl}-ethoxy)-2-methyl-phenyl]-propionic acid tert-butyl ester (130 mg) in methylene chloride (1 mL) is added TFA (0.8 mL) and two drops of water. The mixture is stirred for 2 h, and concentrated and purified by reversed phase HPLC (water-acetonitrile with 0.1% TFA) yield 120 mg of product. MS (ES): 477.2(M++1).